Dataset: the Open Reaction Database (ORD), a public repository of structured organic reaction records. Task: describe an organic reaction: reactants, conditions, products, and yield The reactants are FC(S(=O)(=O)OC1=CC=CC=2C[C@H](CCC12)N(C)CC1=CC=CC=C1)(F)F ((6S)-6-[Benzyl(methyl)amino]-5,6,7,8-tetrahydronaphthalen-1-yl trifluoromethanesulfonate), CN1N=C(C(=C1C)B1OC(C)(C)C(C)(C)O1)C (1,3,5-trimethyl-1H-pyrazole-4-boronic acid pinacol ester), C(=O)([O-])[O-].[K+].[K+] (K2CO3). Reagents/catalysts: C=1C=CC(=CC1)[P](C=2C=CC=CC2)(C=3C=CC=CC3)[Pd]([P](C=4C=CC=CC4)(C=5C=CC=CC5)C=6C=CC=CC6)([P](C=7C=CC=CC7)(C=8C=CC=CC8)C=9C=CC=CC9)[P](C=1C=CC=CC1)(C=1C=CC=CC1)C=1C=CC=CC1 (Pd(PPh3)4). Solvent: COCCOC (1,2,-dimethoxyethane), O (H2O). Reaction conditions: time 3 hour. Product: C(C1=CC=CC=C1)N([C@@H]1CC2=CC=CC(=C2CC1)C=1C(=NN(C1C)C)C)C ((2S)-Benzyl-methyl-[5-(1,3,5-trimethyl-1H-pyrazol-4-yl)-1,2,3,4-tetrahydro-naphthalen-2-yl]-amine). RXN SMILES: FC(F)(F)S(O[C:7]1[C:16]2[CH2:15][CH2:14][C@H:13]([N:17]([CH2:19][C:20]3[CH:25]=[CH:24][CH:23]=[CH:22][CH:21]=3)[CH3:18])[CH2:12][C:11]=2[CH:10]=[CH:9][CH:8]=1)(=O)=O.[CH3:28][N:29]1[C:33]([CH3:34])=[C:32](B2OC(C)(C)C(C)(C)O2)[C:31]([CH3:44])=[N:30]1.C([O-])([O-])=O.[K+].[K+]>COCCOC.O.C1C=CC([P]([Pd]([P](C2C=CC=CC=2)(C2C=CC=CC=2)C2C=CC=CC=2)([P](C2C=CC=CC=2)(C2C=CC=CC=2)C2C=CC=CC=2)[P](C2C=CC=CC=2)(C2C=CC=CC=2)C2C=CC=CC=2)(C2C=CC=CC=2)C2C=CC=CC=2)=CC=1>[CH2:19]([N:17]([CH3:18])[C@H:13]1[CH2:14][CH2:15][C:16]2[C:11](=[CH:10][CH:9]=[CH:8][C:7]=2[C:32]2[C:31]([CH3:44])=[N:30][N:29]([CH3:28])[C:33]=2[CH3:34])[CH2:12]1)[C:20]1[CH:25]=[CH:24][CH:23]=[CH:22][CH:21]=1 |f:2.3.4,^1:61,63,82,101|. Procedure: (6S)-6-[Benzyl(methyl)amino]-5,6,7,8-tetrahydronaphthalen-1-yl trifluoromethanesulfonate (5.0 g, 12.517 mmol), 1,3,5-trimethyl-1H-pyrazole-4-boronic acid pinacol ester (3.60 g, 15.246 mmol) and Pd(PPh3)4 (1.70 g, 1.471 mmol) were added to a solution of K2CO3 (3.31 g, 23.95 mmol) in a mixture of 1,2,-dimethoxyethane (120 mL) and H2O (15 mL). The reaction mixture was purged with N2 (g) for 10 min, and warmed up to reflux. The reaction was completed in 3 h (TLC analysis). It was allowed to reach ro... The reactants are CC#N (CH3CN), amine, FC(C1CO1)(F)F (1,1,1-trifluoro-2,3-epoxypropane), C(F)(F)(F)S(=O)(=O)[O-].C(F)(F)(F)S(=O)(=O)[O-].C(F)(F)(F)S(=O)(=O)[O-].[Yb+3] (Yb(OTf)3), FC(C1CO1)(F)F (1,1,1-trifluoro-2,3-epoxypropane), C(F)(F)(F)S(=O)(=O)[O-].C(F)(F)(F)S(=O)(=O)[O-].C(F)(F)(F)S(=O)(=O)[O-].[Yb+3] (Yb(OTf)3), O(C1=CC=CC=C1)C=1C=C(C=CC1)CC(C(F)(F)F)(O)NCC1=CC(=CC=C1)C1=COC=C1 ((3-phenoxyphenyl) [[(3-(3-furanyl)phenyl]methyl]amino]-1,1,1-trifluoro-2-propanol). The solvent is C(C)OCC (diethyl ether), CCO (EtOH), CCO (EtOH). Reaction conditions: time 18 hour. Product: O(C1=CC=CC=C1)C=1C=C(C=CC1)N(CC(C(F)(F)F)O)CC1=CC(=CC=C1)C1=COC=C1 (3-[(3-phenoxyphenyl)[[3-(3-furanyl)phenyl]methyl]amino]-1,1,1-trifluoro-2-propanol). RXN SMILES: CC#N.[F:4][C:5]([F:10])([F:9])[CH:6]1[O:8][CH2:7]1.C(S([O-])(=O)=O)(F)(F)F.C(S([O-])(=O)=O)(F)(F)F.C(S([O-])(=O)=O)(F)(F)F.[Yb+3].[O:36]([C:43]1[CH:44]=[C:45]([CH2:49][C:50]([NH:56][CH2:57][C:58]2[CH:63]=[CH:62][CH:61]=[C:60]([C:64]3[CH:68]=[CH:67][O:66][CH:65]=3)[CH:59]=2)(O)C(F)(F)F)C=C[CH:48]=1)[C:37]1[CH:42]=[CH:41][CH:40]=[CH:39][CH:38]=1>C(OCC)C.CCO>[O:36]([C:43]1[CH:48]=[C:50]([N:56]([CH2:57][C:58]2[CH:63]=[CH:62][CH:61]=[C:60]([C:64]3[CH:68]=[CH:67][O:66][CH:65]=3)[CH:59]=2)[CH2:7][CH:6]([OH:8])[C:5]([F:10])([F:9])[F:4])[CH:49]=[CH:45][CH:44]=1)[C:37]1[CH:38]=[CH:39][CH:40]=[CH:41][CH:42]=1 |f:2.3.4.5|. Procedure: To a CH3CN (2 mL) solution of amine (0.20 g, 0.58 mmol) from EX-601B was added 1,1,1-trifluoro-2,3-epoxypropane (0.10 mL, 1.2 mmol) and Yb(OTf)3 (0.035 g, 0.056 mmol). The cloudy solution was stiffed in a sealed flask at 40° C. After 18 h, additional 1,1,1-trifluoro-2,3-epoxypropane (0.20 mL, 2.4 mmol) and Yb(OTf)3 (0.035 g, 0.056 mmol) were added, and the mixture was heated an additional 4 h. diluted with diethyl ether and washed with water and brine. The organic layer was dried (MgSO4) and eva...